From a dataset of the Open Reaction Database (ORD), a public repository of structured organic reaction records. describe an organic reaction: reactants, conditions, products, and yield Reactants: C(C)(C)(C)OC(=O)N1[C@@H]([C@H](CC1)O[Si](C)(C)C(C)(C)C)[C@@H](C)N=[N+]=[N-] ((2R,3S)—N-tert-Butyloxycarbonyl-3-(tert-butyldimethylsilanyloxy)-2-((1R)-1-azidoethyl)pyrrolidine). Reagents/catalysts: [Pd] (Pd/C). Solvent: CO.CCOC(=O)C (MeOH EtOAc). Reaction conditions: time 2 hour. The product is C(C)(C)(C)OC(=O)N1[C@H]([C@H](CC1)O[Si](C)(C)C(C)(C)C)[C@@H](C)N ((2S,3S)—N-tert-Butyloxycarbonyl-3-(tert-butyldimethylsilanyloxy)-2-((1R)-1-aminoethyl)pyrrolidine). RXN SMILES: [C:1]([O:5][C:6]([N:8]1[CH2:12][CH2:11][C@H:10]([O:13][Si:14]([C:17]([CH3:20])([CH3:19])[CH3:18])([CH3:16])[CH3:15])[C@H:9]1[C@H:21]([N:23]=[N+]=[N-])[CH3:22])=[O:7])([CH3:4])([CH3:3])[CH3:2]>CO.CCOC(C)=O.[Pd]>[C:1]([O:5][C:6]([N:8]1[CH2:12][CH2:11][C@H:10]([O:13][Si:14]([C:17]([CH3:20])([CH3:19])[CH3:18])([CH3:16])[CH3:15])[C@@H:9]1[C@H:21]([NH2:23])[CH3:22])=[O:7])([CH3:4])([CH3:3])[CH3:2] |f:1.2|. Reported procedure: A mixture of 80C (410 mg, 1.10 mmol) and 10% Pd/C (100 mg) in MeOH:EtOAc (2:1, 15 mL) was stirred under hydrogen atmosphere for 2 h. The reaction was filtered through a pad of celite. The filtrate was concentrated and purified by flash chromatography (10 g ISCO silica gel cartridge, 0-20% MeOH/DCM) to the title compound 80D (284 mg): MS (ES) m/z 345 [M+H]+. Starting materials: C(C)(=O)C=1C(=C(C(=CC1OC)OC)[C@H]1[C@@H](CN(CC1)C1=CC=C(C=C1)OC)OC(C)=O)O ((±)-trans-Acetic acid 4-(3-acetyl-2-hydroxy-4,6-dimethoxy-phenyl)-1-(4-methoxy-phenyl)-piperidin-3-yl ester), [OH-].[Na+] (NaOH). The solvent is CO (MeOH). Product: OC1=C(C(=CC(=C1[C@H]1[C@@H](CN(CC1)C1=CC=C(C=C1)OC)O)OC)OC)C(C)=O ((±)-trans-1-{2-Hydroxy-3-[3-hydroxy-1-(4-methoxy-phenyl)-piperidin-4-yl]-4,6-dimethoxy-phenyl}-ethanone). As a reaction SMILES: [C:1]([C:4]1[C:5]([OH:32])=[C:6]([C@@H:14]2[CH2:19][CH2:18][N:17]([C:20]3[CH:25]=[CH:24][C:23]([O:26][CH3:27])=[CH:22][CH:21]=3)[CH2:16][C@H:15]2[O:28]C(=O)C)[C:7]([O:12][CH3:13])=[CH:8][C:9]=1[O:10][CH3:11])(=[O:3])[CH3:2].[OH-].[Na+]>CO>[OH:32][C:5]1[C:6]([C@@H:14]2[CH2:19][CH2:18][N:17]([C:20]3[CH:21]=[CH:22][C:23]([O:26][CH3:27])=[CH:24][CH:25]=3)[CH2:16][C@H:15]2[OH:28])=[C:7]([O:12][CH3:13])[CH:8]=[C:9]([O:10][CH3:11])[C:4]=1[C:1](=[O:3])[CH3:2] |f:1.2|. Procedure details: Compound of example 120 (0.25 g, 0.5 mmol) in MeOH (2 mL) was subjected to hydrolysis using 10% aqueous NaOH (2.0 mL) as given in example 6 to obtain the title compound. Starting materials: COC(=O)CCc1ccc(N2CCN(C3CCN(C(=O)OCc4ccccc4)CC3)C2=O)cc1, CO, [H][H]. Yields the product COC(=O)CCc1ccc(N2CCN(C3CCNCC3)C2=O)cc1. RXN SMILES: [CH2:1]([O:2][C:3](=[O:4])[N:11]1[CH2:12][CH2:13][CH:14]([N:17]2[C:18](=[O:34])[N:19]([c:22]3[cH:23][cH:24][c:25]([CH2:28][CH2:29][C:30](=[O:31])[O:32][CH3:33])[cH:26][cH:27]3)[CH2:20][CH2:21]2)[CH2:15][CH2:16]1)[c:5]1[cH:6][cH:7][cH:8][cH:9][cH:10]1.[CH3:37][OH:38].[H:35][H:36]>>[NH:11]1[CH2:12][CH2:13][CH:14]([N:17]2[C:18](=[O:34])[N:19]([c:22]3[cH:23][cH:24][c:25]([CH2:28][CH2:29][C:30](=[O:31])[O:32][CH3:33])[cH:26][cH:27]3)[CH2:20][CH2:21]2)[CH2:15][CH2:16]1.